This data is from the Open Reaction Database (ORD), a public repository of structured organic reaction records. The task is: describe an organic reaction: reactants, conditions, products, and yield The reactants are FC=1C(=C(C=CC1)/C=C/C(=O)OC)N=P(C1=CC=CC=C1)(C1=CC=CC=C1)C1=CC=CC=C1 (Methyl (2E)-3-{3-fluoro-2-[(triphenylphosphoranylidene)amino]phenyl}propenoate), N(=C=O)C1=C(C=CC(=C1)C(F)(F)F)OC (2-Isocyanato-1-methoxy-4-(trifluoromethyl)benzene), FC1=C(C=C(C=C1)N1CCNCC1)C (N-(4-Fluoro-3-methylphenyl)piperazine). Product: FC=1C=CC=C2C(N(C(=NC12)N1CCN(CC1)C1=CC(=C(C=C1)F)C)C1=CC(=CC=C1OC)C(F)(F)F)CC(=O)OC (Methyl {8-fluoro-2-[4-(4-fluoro-3-methylphenyl)-1-piperazinyl]-3-[6-methoxy-3-(trifluoromethyl)phenyl]-3,4-dihydro-4-quinazolinyl}acetate). Reaction SMILES: [F:1][C:2]1[C:3]([N:14]=P(C2C=CC=CC=2)(C2C=CC=CC=2)C2C=CC=CC=2)=[C:4](/[CH:8]=[CH:9]/[C:10]([O:12][CH3:13])=[O:11])[CH:5]=[CH:6][CH:7]=1.[N:34]([C:37]1[CH:42]=[C:41]([C:43]([F:46])([F:45])[F:44])[CH:40]=[CH:39][C:38]=1[O:47][CH3:48])=[C:35]=O.[F:49][C:50]1[CH:55]=[CH:54][C:53]([N:56]2[CH2:61][CH2:60][NH:59][CH2:58][CH2:57]2)=[CH:52][C:51]=1[CH3:62]>>[F:1][C:2]1[CH:7]=[CH:6][CH:5]=[C:4]2[C:3]=1[N:14]=[C:35]([N:59]1[CH2:58][CH2:57][N:56]([C:53]3[CH:54]=[CH:55][C:50]([F:49])=[C:51]([CH3:62])[CH:52]=3)[CH2:61][CH2:60]1)[N:34]([C:37]1[C:38]([O:47][CH3:48])=[CH:39][CH:40]=[C:41]([C:43]([F:46])([F:45])[F:44])[CH:42]=1)[CH:8]2[CH2:9][C:10]([O:12][CH3:13])=[O:11]. Procedure details: Starting with 1.0 g (2.2 mmol) of the iminophosphorane from Example 10A, 500 mg (2.31 mmol) of 2-isocyanato-1-methoxy-4-(trifluoromethyl)benzene (Example 17A) and 427 mg (2.2 mmol) of the phenylpiperazine from Example 13A, 1.03 g (79% of theory) of crude product are obtained following filtration through silica gel (cyclohexane/ethyl acetate 2:1 (v/v)). This product is reacted further without further purification. Reactants: [H-].[Na+] (Sodium hydride), C(C)(C)C1=CC=C(C=C1)O (4-isopropylphenol), C(C)(=O)OCC (ethyl acetate), ClC(C(=O)OCC)C(=O)OCC (diethyl 2-chloromalonate). The solvent is CN(C=O)C (dimethylformamide), C1(=CC=CC=C1)C (toluene). Reaction conditions: time 1 hour. Yields the product C(C)(C)C1=CC=C(OC(C(=O)OCC)C(=O)OCC)C=C1 (Diethyl 2-(4-isopropylphenoxy)malonate). Yield: 76.8%. As a reaction SMILES: [H-].[Na+].[CH:3]([C:6]1[CH:11]=[CH:10][C:9]([OH:12])=[CH:8][CH:7]=1)([CH3:5])[CH3:4].Cl[CH:14]([C:20]([O:22][CH2:23][CH3:24])=[O:21])[C:15]([O:17][CH2:18][CH3:19])=[O:16].C(OCC)(=O)C>CN(C)C=O.C1(C)C=CC=CC=1>[CH:3]([C:6]1[CH:11]=[CH:10][C:9]([O:12][CH:14]([C:15]([O:17][CH2:18][CH3:19])=[O:16])[C:20]([O:22][CH2:23][CH3:24])=[O:21])=[CH:8][CH:7]=1)([CH3:5])[CH3:4] |f:0.1|. Procedure details: Sodium hydride (55% suspension in oil, 5.22 g) was added to a solution of 4-isopropylphenol (15.0 g) in a mixture of dimethylformamide (63 ml) and toluene (75 ml). The mixture was stirred at ambient temperature for 1 hour. To the reaction mixture, diethyl 2-chloromalonate (18.5 g) was added. The mixture was stirred at 60° C. for 2.5 hours. At the end of this time ethyl acetate was added to the reaction mixture. The ethyl acetate layer was separated and washed with saturated aqueous sodium chlori... Starting materials: COC(=O)CCn1c(C)c(Cn2ccnc2)c2c(CCNC(=O)OCc3ccccc3)cccc21, C1CCOC1. The product is COC(=O)CCn1c(C)c(Cn2ccnc2)c2c(CCN)cccc21. Reaction SMILES: [CH2:1]([O:2][C:3](=[O:4])[NH:11][CH2:12][CH2:13][c:14]1[c:15]2[c:16]([CH2:30][n:31]3[cH:32][n:33][cH:34][cH:35]3)[c:17]([CH3:29])[n:18]([CH2:23][CH2:24][C:25](=[O:26])[O:27][CH3:28])[c:19]2[cH:20][cH:21][cH:22]1)[c:5]1[cH:6][cH:7][cH:8][cH:9][cH:10]1.[O:36]1[CH2:37][CH2:38][CH2:39][CH2:40]1>>[NH2:11][CH2:12][CH2:13][c:14]1[c:15]2[c:16]([CH2:30][n:31]3[cH:32][n:33][cH:34][cH:35]3)[c:17]([CH3:29])[n:18]([CH2:23][CH2:24][C:25](=[O:26])[O:27][CH3:28])[c:19]2[cH:20][cH:21][cH:22]1. Starting materials: C(C)(C)(C)OC(=O)C1=NC=CC(=C1)OC1=CC2=C(N(C(=N2)NC2=C(C=CC(=C2)C(F)(F)F)F)C)C=C1 (tert-butyl4-(2-{[2-fluoro-5-(trifluoromethyl)phenyl]amino)-1-methylbenzimidazol-5-yloxy)pyridine-2-carboxylate), C(C)(C)(C)OC(=O)C1=NC=CC(=C1)OC1=CC(=C(C=C1)NC)N (tert-butyl4-[3-amino-4-(methylamino)phenoxy]pyridine-2-carboxylate), NC(=S)N (thiourea), IC (iodomethane), FC(C(=O)O)(F)F (trifluoroacetic acid). Solvent: CO (methanol), C(Cl)Cl (methylene chloride). Conditions: time 16 hour. The product is FC1=C(C=C(C=C1)C(F)(F)F)NC1=NC2=C(N1C)C=CC(=C2)OC2(NC=CC=C2)C(=O)O (2-{[2-fluoro-5-(trifluoromethyl)phenylamino)-1-methylbenzimidazol-5-yloxy)pyridine-2-carboxylic acid). Reaction SMILES: C([O:5][C:6]([C:8]1[CH:13]=[C:12](OC2C=CC(NC)=C(N)C=2)[CH:11]=[CH:10][N:9]=1)=[O:7])(C)(C)C.NC(N)=S.IC.C(OC(C1C=C([O:43][C:44]2[CH:65]=[CH:64][C:47]3[N:48]([CH3:63])[C:49]([NH:51][C:52]4[CH:57]=[C:56]([C:58]([F:61])([F:60])[F:59])[CH:55]=[CH:54][C:53]=4[F:62])=[N:50][C:46]=3[CH:45]=2)C=CN=1)=O)(C)(C)C.FC(F)(F)C(O)=O>CO.C(Cl)Cl>[F:62][C:53]1[CH:54]=[CH:55][C:56]([C:58]([F:61])([F:60])[F:59])=[CH:57][C:52]=1[NH:51][C:49]1[N:48]([CH3:63])[C:47]2[CH:64]=[CH:65][C:44]([O:43][C:8]3([C:6]([OH:7])=[O:5])[CH:13]=[CH:12][CH:11]=[CH:10][NH:9]3)=[CH:45][C:46]=2[N:50]=1. Procedure details: To tert-butyl4-[3-amino-4-(methylamino)phenoxy]pyridine-2-carboxylate (1 eq) in methanol was added 2-fluoro-5-(trifluoromethyl)benzeneisothiocyanate (1 eq) and stir at ambient temperature for 16 h. Formation of the corresponding thiourea was followed by LC/MS. To it was then added iodomethane (1 eq) and heated to 60° C. for 2 h. Formation of tert-butyl4-(2-{[2-fluoro-5-(trifluoromethyl)phenyl]amino)-1-methylbenzimidazol-5-yloxy)pyridine-2-carboxylate was followed by LC/MS. To it in methylene chl... Reactants: C(C)OC(=O)C(C(=O)OCC)CC(=O)C1=CC=C(C=C1)[N+](=O)[O-] (ethyl 2-ethoxycarbonyl-4-(4-nitrophenyl)-4-oxobutyrate), S(O)(O)(=O)=O (sulphuric acid), O (water). Solvent: C(C)(=O)O.O (acetic acid water). The product is [N+](=O)([O-])C1=CC=C(C=C1)C(CCC(=O)O)=O (4-(4-nitrophenyl)-4-oxobutyric acid). RXN SMILES: C([O:3][C:4]([CH:6]([CH2:12][C:13]([C:15]1[CH:20]=[CH:19][C:18]([N+:21]([O-:23])=[O:22])=[CH:17][CH:16]=1)=[O:14])C(OCC)=O)=[O:5])C.S(=O)(=O)(O)O.O>C(O)(=O)C.O>[N+:21]([C:18]1[CH:17]=[CH:16][C:15]([C:13](=[O:14])[CH2:12][CH2:6][C:4]([OH:5])=[O:3])=[CH:20][CH:19]=1)([O-:23])=[O:22] |f:3.4|. Procedure details: A solution of ethyl 2-ethoxycarbonyl-4-(4-nitrophenyl)-4-oxobutyrate (6.2 g, 19 mmol) and sulphuric acid (1.0 g) in acetic acid:water (4:1, 50 ml) was stirred at reflux for 4 hours, then concentracted in vacuo to small volume. Dilution with water (100 ml) gave a precipitate which was filtered and dried at 50° C. under vacuum. Purification by chromatography on silica gel eluting with methanol:methylene chloride (3:97) and filtration of the resulting solid from diethyl ether containing a small per... The reactants are FC(C1=CC=C(C=C1)C=1C=CC2=C(C=C(CCS2(=O)=O)C(=O)OC)C1)(F)F (methyl 7-(4-trifluoromethylphenyl)-1,1-dioxo-2,3-dihydro-1-benzothiepine-4-carboxylate), Cl (hydrochloric acid). The solvent is COCCOC (1,2-dimethoxyethane). Yields the product FC(C1=CC=C(C=C1)C=1C=CC2=C(C=C(CCS2(=O)=O)C(=O)O)C1)(F)F (7-(4-trifluoromethylphenyl)-1,1-dioxo-2,3-dihydro-1-benzothiepine-4-carboxylic acid). Yield: 75.9%. RXN SMILES: [F:1][C:2]([F:27])([F:26])[C:3]1[CH:8]=[CH:7][C:6]([C:9]2[CH:10]=[CH:11][C:12]3[S:18](=[O:20])(=[O:19])[CH2:17][CH2:16][C:15]([C:21]([O:23]C)=[O:22])=[CH:14][C:13]=3[CH:25]=2)=[CH:5][CH:4]=1.Cl>COCCOC>[F:26][C:2]([F:1])([F:27])[C:3]1[CH:4]=[CH:5][C:6]([C:9]2[CH:10]=[CH:11][C:12]3[S:18](=[O:19])(=[O:20])[CH2:17][CH2:16][C:15]([C:21]([OH:23])=[O:22])=[CH:14][C:13]=3[CH:25]=2)=[CH:7][CH:8]=1. Procedure details: To a solution of methyl 7-(4-trifluoromethylphenyl)-1,1-dioxo-2,3-dihydro-1-benzothiepine-4-carboxylate (600 mg) in 1,2-dimethoxyethane (40 ml) was added at room temperature 6N hydrochloric acid (20 ml), and the mixture was refluxed for 22 hours, cooled to room temperature and extracted with ethyl acetate/THF. The organic layer was washed with saturated brine, dried with magnesium sulfate and concentrated under reduced pressure to give crystals, which were collected by filtration. The crystals w... Reactants: [OH-].[Na+] (sodium hydroxide), CC=1OC2=C(C1C)C=CC=C2Br (2,3-dimethyl-7-bromobenzofuran), C1(=CC=CC=C1)C (toluene), C(CCC)C(=C(CCCC)CCCC)[SnH3] (tributylvinylstannane). The reagents and catalysts are C=1C=CC(=CC1)[P](C=2C=CC=CC2)(C=3C=CC=CC3)[Pd]([P](C=4C=CC=CC4)(C=5C=CC=CC5)C=6C=CC=CC6)([P](C=7C=CC=CC7)(C=8C=CC=CC8)C=9C=CC=CC9)[P](C=1C=CC=CC1)(C=1C=CC=CC1)C=1C=CC=CC1 (tetrakis(triphenylphosphine)palladium), C=1C=CC(=CC1)[P](C=2C=CC=CC2)(C=3C=CC=CC3)[Pd]([P](C=4C=CC=CC4)(C=5C=CC=CC5)C=6C=CC=CC6)([P](C=7C=CC=CC7)(C=8C=CC=CC8)C=9C=CC=CC9)[P](C=1C=CC=CC1)(C=1C=CC=CC1)C=1C=CC=CC1 (tetrakis(triphenylphosphine)palladium). The solvent is C(C)(=O)OCC (ethyl acetate). Reaction conditions: time 2 hour. The product is CC=1OC2=C(C1C)C=CC=C2C=C (2,3-dimethyl-7-ethenylbenzofuran). Isolated yield 96.0%. As a reaction SMILES: [CH3:1][C:2]1[O:3][C:4]2[C:11](Br)=[CH:10][CH:9]=[CH:8][C:5]=2[C:6]=1[CH3:7].[C:13]1(C)C=CC=C[CH:14]=1.C(C([SnH3])=C(CCCC)CCCC)CCC.[OH-].[Na+]>C1C=CC([P]([Pd]([P](C2C=CC=CC=2)(C2C=CC=CC=2)C2C=CC=CC=2)([P](C2C=CC=CC=2)(C2C=CC=CC=2)C2C=CC=CC=2)[P](C2C=CC=CC=2)(C2C=CC=CC=2)C2C=CC=CC=2)(C2C=CC=CC=2)C2C=CC=CC=2)=CC=1.C(OCC)(=O)C>[CH3:1][C:2]1[O:3][C:4]2[C:11]([CH:13]=[CH2:14])=[CH:10][CH:9]=[CH:8][C:5]=2[C:6]=1[CH3:7] |f:3.4,^1:40,42,61,80|. Reported procedure: 32 g (142 mmol) of 2,3-dimethyl-7-bromobenzofuran, 3.3 g (2.84 mmol) of tetrakis(triphenylphosphine)palladium, 300 ml of toluene and 50 g (156.2 mmol) of tributylvinylstannane are introduced into a 1 liter three-necked flask equipped with a reflux condenser. The mixture is heated at reflux for 3 hours, 1 g of tetrakis(triphenylphosphine)palladium is added and heating is continued for 2 hours. The reaction mixture is allowed to return to room temperature and then 500 ml of ethyl acetate and 500 m... The reactants are S.[Na] (sodium hydrogensulfide), [Cl-].[Na+] (Sodium chloride), C(C)(C)(C)C=1N=C(SC1)C=1OC2=C(C1)C=C(C=C2)C=O (4-tert-butyl-2-(5-formylbenzofuran-2-yl)thiazole), P(=O)(O)([O-])[O-].[Na+].[Na+] (sodium hydrogenphosphate), 2-methyl-2-butane. Run in C(C)(C)(C)O (tert-butanol), O1CCCC1 (tetrahydrofuran), O (water). Reaction conditions: time 4 hour. The product is C(C)(C)(C)C=1N=C(SC1)C=1OC2=C(C1)C=C(C=C2)C(=O)O (2-(4-tert-butylthiazol-2-yl)benzofuran-5-carboxylic acid). Isolated yield 87.8%. As a reaction SMILES: [Cl-].[Na+].[C:3]([C:7]1[N:8]=[C:9]([C:12]2[O:13][C:14]3[CH:20]=[CH:19][C:18]([CH:21]=[O:22])=[CH:17][C:15]=3[CH:16]=2)[S:10][CH:11]=1)([CH3:6])([CH3:5])[CH3:4].P([O-])([O-])(O)=[O:24].[Na+].[Na+].S.[Na]>C(O)(C)(C)C.O1CCCC1.O>[C:3]([C:7]1[N:8]=[C:9]([C:12]2[O:13][C:14]3[CH:20]=[CH:19][C:18]([C:21]([OH:24])=[O:22])=[CH:17][C:15]=3[CH:16]=2)[S:10][CH:11]=1)([CH3:6])([CH3:4])[CH3:5] |f:0.1,3.4.5,6.7,^1:30|. Procedure details: Sodium chloride (0.47 g) was added to a mixture of 4-tert-butyl-2-(5-formylbenzofuran-2-yl)thiazole (0.41 g), sodium hydrogenphosphate 12 water (0.23 g) and 2-methyl-2-butane (0.69 ml) in a mixed solvent of water (3 ml), tetrahydrofuran (7.5 ml) and tert-butanol (12.6 ml). After 4 hours, aqueous sodium hydrogensulfide solution was added to the mixture. The resulting mixture was extracted with ethyl acetate. The organic layer was washed with brine, dried over magnesium sulfate and concentrated un... Starting materials: C(C)OC(CCCOC1=C(C(=CC=C1)CCCCCCOC=1C=C(C=C(C1)S(=O)(=O)CC)C1=CC=C(C=C1)Cl)CCC(=O)OCC)=O (4-[3-[6-(5-ethanesulfonyl-4′-chloro-biphenyl-3-yloxy)-hexyl]-2-(2-ethoxycarbonyl-ethyl)-phenoxy]-butyric acid ethyl ester), [OH-].[Na+] (sodium hydroxide). Yields the product C(=O)(O)CCC1=C(OCCCC(=O)O)C=CC=C1CCCCCCOC=1C=C(C=C(C1)S(=O)(=O)CC)C1=CC=C(C=C1)Cl (4-[2-(2-carboxy-ethyl)-3-[6-(5-ethanesulfonyl-4′-chloro-biphenyl-3-yloxy)-hexyl]-phenoxy]-butyric acid). The yield is 98.8%. RXN SMILES: C([O:3][C:4](=[O:47])[CH2:5][CH2:6][CH2:7][O:8][C:9]1[CH:14]=[CH:13][CH:12]=[C:11]([CH2:15][CH2:16][CH2:17][CH2:18][CH2:19][CH2:20][O:21][C:22]2[CH:23]=[C:24]([C:33]3[CH:38]=[CH:37][C:36]([Cl:39])=[CH:35][CH:34]=3)[CH:25]=[C:26]([S:28]([CH2:31][CH3:32])(=[O:30])=[O:29])[CH:27]=2)[C:10]=1[CH2:40][CH2:41][C:42]([O:44]CC)=[O:43])C.[OH-].[Na+]>>[C:42]([CH2:41][CH2:40][C:10]1[C:11]([CH2:15][CH2:16][CH2:17][CH2:18][CH2:19][CH2:20][O:21][C:22]2[CH:23]=[C:24]([C:33]3[CH:34]=[CH:35][C:36]([Cl:39])=[CH:37][CH:38]=3)[CH:25]=[C:26]([S:28]([CH2:31][CH3:32])(=[O:29])=[O:30])[CH:27]=2)=[CH:12][CH:13]=[CH:14][C:9]=1[O:8][CH2:7][CH2:6][CH2:5][C:4]([OH:47])=[O:3])([OH:44])=[O:43] |f:1.2|. Reported procedure: A similar procedure as described in Example 40, step 8 was used, starting from 4-[3-[6-(5-ethanesulfonyl-4′-chloro-biphenyl-3-yloxy)-hexyl]-2-(2-ethoxycarbonyl-ethyl)-phenoxy]-butyric acid ethyl ester (116 mg, 0.17 mmol) and 1.0 N aqueous sodium hydroxide (1.7 mL) to afford 4-[2-(2-carboxy-ethyl)-3-[6-(5-ethanesulfonyl-4′-chloro-biphenyl-3-yloxy)-hexyl]-phenoxy]-butyric acid (106 mg, 99%) as an amorphous white solid: ES(+)-HRMS m/e calcd for C33H39ClO8S (M+Na)+ 653.1946, found 653.1948.